Dataset: the Open Reaction Database (ORD), a public repository of structured organic reaction records. Task: describe an organic reaction: reactants, conditions, products, and yield Starting materials: NC1=CC=C(C=C1)C1CC(CCC1)CC(=O)OCC (ethyl [3-(4-aminophenyl)cyclohexyl]acetate), NC1=CC=C(C=C1)C1CC(CCC1)CC(=O)OCC (ethyl [3-(4-aminophenyl)cyclohexyl]acetate), C1(=CC=CC=C1)C(C1=CC=CC=C1)=NC1=CC=C(C=C1)[C@@H]1CC(CC1)=CC(=O)OCC (ethyl ((3S)-3-{4-[(diphenylmethylene)amino]phenyl}cyclopentylidene)acetate). Yields the product NC1=CC=C(C=C1)[C@@H]1CC(CC1)=CC(=O)OCC (Ethyl [(3S)-3-(4-aminophenyl)cyclopentylidene]acetate). RXN SMILES: [NH2:1][C:2]1[CH:7]=[CH:6][C:5]([CH:8]2[CH2:13][CH2:12]C[CH:10]([CH2:14][C:15]([O:17][CH2:18][CH3:19])=[O:16])[CH2:9]2)=[CH:4][CH:3]=1.C1(C(=NC2C=CC([C@H]3CCC(=CC(OCC)=O)C3)=CC=2)C2C=CC=CC=2)C=CC=CC=1>>[NH2:1][C:2]1[CH:3]=[CH:4][C:5]([C@H:8]2[CH2:13][CH2:12][C:10](=[CH:14][C:15]([O:17][CH2:18][CH3:19])=[O:16])[CH2:9]2)=[CH:6][CH:7]=1. Reported procedure: Following the procedure described for ethyl [3-(4-aminophenyl)cyclohexyl]acetate (Intermediate 89(iv)), replacing ethyl (3-{4-[(diphenylmethylene)amino]phenyl}cyclohexyl)acetate with ethyl ((3S)-3-{4-[(diphenylmethylene)amino]phenyl}cyclopentylidene)acetate the title compound was obtained; 1H NMR δ 1.17-1.22 (3H, m), 1.57-1.68 (1H, m), 2.27-2.48 (2H, m), 2.53 (OH, s), 2.56-2.68 (1H, m), 2.74-2.76 (1H, m), 2.93-3.00 (1H, m), 3.15-3.24 (0.5H, m), 3.69-3.71 (0.5H, m), 4.01-4.12 (2H, m), 4.79-4.83 (... Starting materials: C1=CC=CC=2C3=CC=CC=C3C(C12)COC(=O)N[C@@H](CC(NC(C1=CC=CC=C1)(C1=CC=CC=C1)C1=CC=CC=C1)=O)C(=O)O (Nα-(9-fluorenylmethoxycarbonyl)-Nγ-trityl-L-asparagine), Cl.NCCC1=CC(O)=C(O)C=C1 (dopamine hydrochloride). The product is C(\C=C\C1=CC(O)=C(O)C=C1)(=O)N[C@@H](CC(NC(C1=CC=CC=C1)(C1=CC=CC=C1)C1=CC=CC=C1)=O)C(=O)NCCC1=CC(O)=C(O)C=C1 (N-(Nα-Caffeoyl-Nγ-trityl-L-asparagyl)dopamine). Yield: 137.0%. RXN SMILES: C1C2C(C[O:15][C:16]([NH:18][C@H:19]([C:43]([OH:45])=O)[CH2:20][C:21](=[O:42])[NH:22][C:23]([C:36]3[CH:41]=[CH:40][CH:39]=[CH:38][CH:37]=3)([C:30]3[CH:35]=[CH:34][CH:33]=[CH:32][CH:31]=3)[C:24]3[CH:29]=[CH:28][CH:27]=[CH:26][CH:25]=3)=O)C3C(=CC=CC=3)C=2C=CC=1.Cl.[NH2:47][CH2:48][CH2:49][C:50]1[CH:57]=[CH:56][C:54]([OH:55])=[C:52]([OH:53])[CH:51]=1>>[C:16]([NH:18][C@H:19]([C:43]([NH:47][CH2:48][CH2:49][C:50]1[CH:57]=[CH:56][C:54]([OH:55])=[C:52]([OH:53])[CH:51]=1)=[O:45])[CH2:20][C:21](=[O:42])[NH:22][C:23]([C:24]1[CH:25]=[CH:26][CH:27]=[CH:28][CH:29]=1)([C:36]1[CH:41]=[CH:40][CH:39]=[CH:38][CH:37]=1)[C:30]1[CH:31]=[CH:32][CH:33]=[CH:34][CH:35]=1)(=[O:15])/[CH:48]=[CH:49]/[C:50]1[CH:57]=[CH:56][C:54]([OH:55])=[C:52]([OH:53])[CH:51]=1 |f:1.2|. Procedure details: The title compound was prepared from Nα-(9-fluorenylmethoxycarbonyl)-Nγ-trityl-L-asparagine (2.0 g, 3.4 mmol) following the indications of general procedure F with dopamine hydrochloride (954 mg, 5 mmol). The crude material was purified by flash chromatography with a solvent gradient from 15% to 60% EtOAc/CH2Cl2 to give 2.3 g (95%) of the desired product as white crystals. Starting materials: C(C)(C)(C)OC([C@@H](CN(N)C(C1=CC=C(C=C1)OCCNC1=NC=CC=N1)=O)C(=O)OCC1=CC=CC=C1)=O (4-[2-(Pyrimidin-2-ylamino)ethyloxy]benzoyl-2(S)-benzyloxycarbonyl-amino-β-alanine tert-butyl ester), C(=O)(C(F)(F)F)O (TFA). Solvent: C(Cl)Cl (CH2Cl2). Reaction conditions: time 4 hour. Product: N1=C(N=CC=C1)NCCOC1=CC=C(C(=O)N(C[C@@H](C(=O)O)C(=O)OCC2=CC=CC=C2)N)C=C1 (4-[2-(Pyrimidin-2-ylamino)ethyloxy]benzoyl-2(S)-benzyloxycarbonyl-amino-β-alanine). RXN SMILES: C([O:5][C:6](=[O:39])[C@H:7]([C:29]([O:31][CH2:32][C:33]1[CH:38]=[CH:37][CH:36]=[CH:35][CH:34]=1)=[O:30])[CH2:8][N:9]([C:11](=[O:28])[C:12]1[CH:17]=[CH:16][C:15]([O:18][CH2:19][CH2:20][NH:21][C:22]2[N:27]=[CH:26][CH:25]=[CH:24][N:23]=2)=[CH:14][CH:13]=1)[NH2:10])(C)(C)C.C(O)(C(F)(F)F)=O>C(Cl)Cl>[N:23]1[CH:24]=[CH:25][CH:26]=[N:27][C:22]=1[NH:21][CH2:20][CH2:19][O:18][C:15]1[CH:14]=[CH:13][C:12]([C:11]([N:9]([NH2:10])[CH2:8][C@H:7]([C:29]([O:31][CH2:32][C:33]2[CH:38]=[CH:37][CH:36]=[CH:35][CH:34]=2)=[O:30])[C:6]([OH:39])=[O:5])=[O:28])=[CH:17][CH:16]=1. Procedure: A solution of 25-1 (840 mg, 1.6 mmol) and CH2Cl2 (10 ml) at ambient temperature was treated with TFA (10 ml). After stirring for 4.0 h, the reaction mixture was concentrated and the residual TFA removed azeotropically with toluene. Trituration of the resulting waxy solid with ether provided 25-2 as a white solid.